This data is from the Open Reaction Database (ORD), a public repository of structured organic reaction records. The task is: describe an organic reaction: reactants, conditions, products, and yield Starting materials: COC(=N)CCCCc1cc(CN(C)C)ccn1, CO, N#CN. Yields the product CN(C)Cc1ccnc(CCCCC(=N)NC#N)c1. Reaction SMILES: [CH3:1][O:2][C:3]([CH2:4][CH2:5][CH2:6][CH2:7][c:8]1[n:9][cH:10][cH:11][c:12]([CH2:14][N:15]([CH3:16])[CH3:17])[cH:13]1)=[NH:18].[CH3:22][OH:23].[NH2:19][C:20]#[N:21]>>[C:3]([CH2:4][CH2:5][CH2:6][CH2:7][c:8]1[n:9][cH:10][cH:11][c:12]([CH2:14][N:15]([CH3:16])[CH3:17])[cH:13]1)(=[NH:18])[NH:21][C:20]#[N:19]. Reactants: Cl.C1CNCC2N1C1=CC=CC=C1NC2=O (2,3,4,4a-tetrahydro-1H-pyrazino[1,2-a]quinoxalin-5(6H)-one, hydrochloride), Cl (hydrogen chloride), [I-].[K+] (potassium iodide), N1=CC=C(C=C1)CCCCCl (4-(4-pyridyl)-1-chlorobutane), C([O-])([O-])=O.[K+].[K+] (potassium carbonate). Run in C(C)N(CC)CC (triethylamine), CC(=O)C (acetone), C(C)O (ethanol). Yields the product N1=CC=C(C=C1)CCCCN1CC2N(C3=CC=CC=C3NC2=O)CC1 (2,3,4,4a-Tetrahydro-3-[4-(4-Pyridinyl)Butyl]-1H-Pyrazino[1,2-a]Quinoxalin-5(6H)-One). Reaction SMILES: Cl.[CH2:2]1[N:7]2[C:8]3[C:13]([NH:14][C:15](=[O:16])[CH:6]2[CH2:5][NH:4][CH2:3]1)=[CH:12][CH:11]=[CH:10][CH:9]=3.[N:17]1[CH:22]=[CH:21][C:20]([CH2:23][CH2:24][CH2:25][CH2:26]Cl)=[CH:19][CH:18]=1.C(=O)([O-])[O-].[K+].[K+].[I-].[K+].Cl>C(O)C.CC(C)=O.C(N(CC)CC)C>[N:17]1[CH:22]=[CH:21][C:20]([CH2:23][CH2:24][CH2:25][CH2:26][N:4]2[CH2:3][CH2:2][N:7]3[C:8]4[C:13]([NH:14][C:15](=[O:16])[CH:6]3[CH2:5]2)=[CH:12][CH:11]=[CH:10][CH:9]=4)=[CH:19][CH:18]=1 |f:0.1,3.4.5,6.7|. Procedure details: A solution of 6.2 g. (0.03 mole) of 2,3,4,4a-tetrahydro-1H-pyrazino[1,2-a]quinoxalin-5(6H)-one, hydrochloride, 7 g. (0.04 mole) of 4-(4-pyridyl)-1-chlorobutane, 10 g. of potassium carbonate, 5 g. of potassium iodide and 0.5 ml. of triethylamine was stirred and refluxed in 200 ml. of acetone for 48 hours, cooled and filtered. The solvent was removed and the residue was dissolved in methylene chloride. This solution was washed with water and brine, dried over magnesium sulfate and filtered. The so... Reaction conditions: temperature 120 celsius, time 12 hour. Reagents/catalysts: ICy. The product is Cc3ccc(c1cccc2cccnc12)cc3. The reactants are Cc2ccc(B1OCC(C)(C)CO1)cc2 (effective_coupling_partner), COc1cccc2cccnc12 (substrate). Reactants: BrC(C(C(=O)O)(F)F)(F)F (3-bromotetrafluoropropionic acid), ferric chloride, C1(=CC=CC=C1)C(Cl)(Cl)Cl (benzotrichloride). Product: BrC(C(C(=O)Cl)(F)F)(F)F (3-bromotetrafluoropropionyl chloride). The yield is 70.8%. As a reaction SMILES: [Br:1][C:2]([F:10])([F:9])[C:3]([F:8])([F:7])[C:4](O)=[O:5].C1(C(Cl)(Cl)[Cl:18])C=CC=CC=1>>[Br:1][C:2]([F:10])([F:9])[C:3]([F:8])([F:7])[C:4]([Cl:18])=[O:5]. Procedure details: A mixture of 375.9 g (1.67 mol) of 3-bromotetrafluoropropionic acid, 10 g of ferric chloride, and 488.7 g (2.50 mol) of benzotrichloride was refluxed for 1.5 h, then crude product was removed, bp about 60°. Redistillation gave 287.9 g (71%) of 3-bromotetrafluoropropionyl chloride, bp 67°-68°. IR (CCl4): 5.53 (C=O). ##STR44## The reactants are CN(C(=O)C1=CC=CC=C1)CC=1C=C(C=CC1)C1=CC=C(C=C1)CC(C(=O)OC)C(=O)OC (dimethyl 2-(3′{[methyl-(1-phenylmethanoyl)amino]methyl}biphenyl-4-ylmethyl)malonate), C([O-])([O-])=O.[Na+].[Na+] (sodium carbonate), Cl.NO (hydroxylamine hydrochloride), Cl (hydrochloric acid). The solvent is O1CCCC1 (tetrahydrofuran), CO (methanol). Reaction conditions: temperature 60 celsius. Product: ONC(C(C(=O)O)CC1=CC=C(C=C1)C1=CC(=CC=C1)CN(C(=O)C1=CC=CC=C1)C)=O (N-Hydroxy-2-(3′-{[methyl-(1-phenylmethanoyl)-amino]methyl}biphenyl-4-ylmethyl)malonamic acid). The yield is 69.4%. RXN SMILES: [CH3:1][N:2]([CH2:11][C:12]1[CH:13]=[C:14]([C:18]2[CH:23]=[CH:22][C:21]([CH2:24][CH:25]([C:30]([O:32]C)=O)[C:26]([O:28]C)=[O:27])=[CH:20][CH:19]=2)[CH:15]=[CH:16][CH:17]=1)[C:3]([C:5]1[CH:10]=[CH:9][CH:8]=[CH:7][CH:6]=1)=[O:4].C(=O)([O-])[O-].[Na+].[Na+].Cl.[NH2:41][OH:42].Cl>O1CCCC1.CO>[OH:42][NH:41][C:30](=[O:32])[CH:25]([CH2:24][C:21]1[CH:20]=[CH:19][C:18]([C:14]2[CH:15]=[CH:16][CH:17]=[C:12]([CH2:11][N:2]([CH3:1])[C:3]([C:5]3[CH:10]=[CH:9][CH:8]=[CH:7][CH:6]=3)=[O:4])[CH:13]=2)=[CH:23][CH:22]=1)[C:26]([OH:28])=[O:27] |f:1.2.3,4.5|. Procedure details: A mixture of 130 mg (0.3 mmol) of dimethyl 2-(3′{[methyl-(1-phenylmethanoyl)amino]methyl}biphenyl-4-ylmethyl)malonate (prepared in Example 15(b)), 2 ml of methanol, 2 ml of tetrahydrofuran, 480 mg of sodium carbonate (4.5 mmol) and 200 mg (1.5 mmol) of hydroxylamine hydrochloride is heated at 60° C. for 18 hours. The reaction medium is neutralized to pH 6-7 with hydrochloric acid solution and extracted with ethyl acetate. The organic phase is dried over magnesium sulfate, filtered and evaporated...